This data is from the Open Reaction Database (ORD), a public repository of structured organic reaction records. The task is: describe an organic reaction: reactants, conditions, products, and yield Reactants: CCOC(C)=O, COCC(=O)N1C=C(c2ccccc2)N(CC(=O)NC(Cc2ccccc2)C(=O)N2CCN(C(=O)OC(C)(C)C)CC2)C(=O)C1C(C)C, CCOC(C)=O, Cl. Yields the product Cl, COCC(=O)N1C=C(c2ccccc2)N(CC(=O)NC(Cc2ccccc2)C(=O)N2CCNCC2)C(=O)C1C(C)C. As a reaction SMILES: [C:1]([O:2][CH2:3][CH3:4])(=[O:5])[CH3:6].[C:8]([O:9][C:10](=[O:11])[N:15]1[CH2:16][CH2:17][N:18]([C:21]([CH:22]([CH2:23][c:24]2[cH:25][cH:26][cH:27][cH:28][cH:29]2)[NH:30][C:31](=[O:32])[CH2:33][N:34]2[C:35](=[O:54])[CH:36]([CH:51]([CH3:52])[CH3:53])[N:37]([C:46]([CH2:47][O:48][CH3:49])=[O:50])[CH:38]=[C:39]2[c:40]2[cH:41][cH:42][cH:43][cH:44][cH:45]2)=[O:55])[CH2:19][CH2:20]1)([CH3:12])([CH3:13])[CH3:14].[CH3:56][CH2:57][O:58][C:59](=[O:60])[CH3:61].[ClH:7]>>[ClH:7].[NH:15]1[CH2:16][CH2:17][N:18]([C:21]([CH:22]([CH2:23][c:24]2[cH:25][cH:26][cH:27][cH:28][cH:29]2)[NH:30][C:31](=[O:32])[CH2:33][N:34]2[C:35](=[O:54])[CH:36]([CH:51]([CH3:52])[CH3:53])[N:37]([C:46]([CH2:47][O:48][CH3:49])=[O:50])[CH:38]=[C:39]2[c:40]2[cH:41][cH:42][cH:43][cH:44][cH:45]2)=[O:55])[CH2:19][CH2:20]1.